Task: describe an organic reaction: reactants, conditions, products, and yield. Dataset: the Open Reaction Database (ORD), a public repository of structured organic reaction records Reactants: C(C)(C)(C)C1=C(C=CC=C1)N1CCN(CC1)C(C(=O)O)=O (2-(4-(2-tert-butylphenyl)piperazin-1-yl)-2-oxo-acetic acid), CCN=C=NCCCN(C)C (EDCI), C=1C=CC2=C(C1)N=NN2O (HOBt), C(C1=CC=CC=C1)NC(C)C (N-benzylpropan-2-amine). The product is C(C1=CC=CC=C1)N(C(C(=O)N1CCN(CC1)C1=C(C=CC=C1)C(C)(C)C)=O)C(C)C (N-benzyl-2-(4-(2-tert-butylphenyl)-piperazin-1-yl)-N-isopropyl-2-oxoacetamide). Run in C(Cl)Cl (methylene chloride). Procedure: To a stirred solution of 2-(4-(2-tert-butylphenyl)piperazin-1-yl)-2-oxo-acetic acid (0.091 g, 0.31 mmol) in methylene chloride (5.0 mL) was added EDCI (0.078 g, 0.41 mmol) and HOBt (0.055 g, 0.41 mmol) at room temperature. After 40 min N-benzylpropan-2-amine (0.054 g, 0.36 mmol) was added at room temperature. After 16 h the reaction mixture was concentrated under reduced pressure and the residue was purified by flash column chromatography (silica gel, 80:20 to 70:30 heptane/ethyl acetate, gradie... As a reaction SMILES: [C:1]([C:5]1[CH:10]=[CH:9][CH:8]=[CH:7][C:6]=1[N:11]1[CH2:16][CH2:15][N:14]([C:17](=[O:21])[C:18](O)=[O:19])[CH2:13][CH2:12]1)([CH3:4])([CH3:3])[CH3:2].CCN=C=NCCCN(C)C.C1C=CC2N(O)N=NC=2C=1.[CH2:43]([NH:50][CH:51]([CH3:53])[CH3:52])[C:44]1[CH:49]=[CH:48][CH:47]=[CH:46][CH:45]=1>C(Cl)Cl>[CH2:43]([N:50]([CH:51]([CH3:53])[CH3:52])[C:18](=[O:19])[C:17]([N:14]1[CH2:15][CH2:16][N:11]([C:6]2[CH:7]=[CH:8][CH:9]=[CH:10][C:5]=2[C:1]([CH3:3])([CH3:2])[CH3:4])[CH2:12][CH2:13]1)=[O:21])[C:44]1[CH:49]=[CH:48][CH:47]=[CH:46][CH:45]=1.